This data is from the Open Reaction Database (ORD), a public repository of structured organic reaction records. The task is: describe an organic reaction: reactants, conditions, products, and yield As a reaction SMILES: C([S:9][CH2:10][CH2:11][CH:12]([CH2:23][C:24]1[CH:29]=[CH:28][CH:27]=[CH:26][CH:25]=1)[C:13]([N:15]1[CH2:22][CH2:21][CH2:20][C@H:16]1[C:17]([OH:19])=[O:18])=[O:14])(=O)C1C=CC=CC=1.C(SCCCC(N1CCC[C@H]1C(O)=O)=O)(=O)C1C=CC=CC=1>>[SH:9][CH2:10][CH2:11][CH:12]([CH2:23][C:24]1[CH:29]=[CH:28][CH:27]=[CH:26][CH:25]=1)[C:13]([N:15]1[CH2:22][CH2:21][CH2:20][C@H:16]1[C:17]([OH:19])=[O:18])=[O:14]. Yields the product SCCC(C(=O)N1[C@H](C(=O)O)CCC1)CC1=CC=CC=C1 (1-(4-mercapto-2-benzylbutanoyl)-L-proline). Reported procedure: By substituting 1-(4-benzoylthio-2-benzylbutanoyl)-L-proline for the 1-(4-benzoylthiobutanoyl)-L-proline in the procedure of Example 45, 1-(4-mercapto-2-benzylbutanoyl)-L-proline is obtained. The reactants are C(C1=CC=CC=C1)(=O)SCCC(C(=O)N1[C@H](C(=O)O)CCC1)CC1=CC=CC=C1 (1-(4-benzoylthio-2-benzylbutanoyl)-L-proline), C(C1=CC=CC=C1)(=O)SCCCC(=O)N1[C@H](C(=O)O)CCC1 (1-(4-benzoylthiobutanoyl)-L-proline). As a reaction SMILES: [CH:1]([CH3:2])([CH3:3])[c:4]1[c:5]([S:10][CH2:11][CH2:12][C:13](=[O:14])[OH:15])[cH:6][cH:7][cH:8][cH:9]1.[F:16][C:17]([F:18])([F:19])[C:20]([O:21][C:22](=[O:23])[C:24]([F:25])([F:26])[F:27])=[O:28].[OH:29][C:30]([C:31]([F:32])([F:33])[F:34])=[O:35]>>[CH:1]([CH3:2])([CH3:3])[c:4]1[c:5]2[c:6]([cH:7][cH:8][cH:9]1)[C:13](=[O:15])[CH2:12][CH2:11][S:10]2. Yields the product CC(C)c1cccc2c1SCCC2=O. Starting materials: CC(C)c1ccccc1SCCC(=O)O, O=C(OC(=O)C(F)(F)F)C(F)(F)F, O=C(O)C(F)(F)F. Starting materials: C(C1=CC=CC=C1)N1CC2NCCOC2C1 (8-benzyl-2-oxa-5,8-diazabicyclo-[4.3.0]nonane). Reagents/catalysts: [Pd] (palladium). The solvent is CO (methanol). The product is C12OCCNC2CNC1 (2-Oxa-5,8-diazabicyclo[4.3.0]nonane). Reaction SMILES: C([N:8]1[CH2:16][CH:15]2[CH:10]([NH:11][CH2:12][CH2:13][O:14]2)[CH2:9]1)C1C=CC=CC=1>CO.[Pd]>[CH:15]12[CH2:16][NH:8][CH2:9][CH:10]1[NH:11][CH2:12][CH2:13][O:14]2. Procedure details: 7.2 g (33 mmol) of 8-benzyl-2-oxa-5,8-diazabicyclo-[4.3.0]nonane are hydrogenated in 400 ml of methanol with 2.5 g of palladium-on-active charcoal (10% of Pd) under 50 bar at 100° C. The catalyst is filtered off with suction, the filtrate is concentrated and the residue is distilled. Starting materials: NC([C@H](CC1=CC=C(C=C1)I)NC(=O)C1(CCOCC1)NC(OC(C)(C)C)=O)=O ((S)-tert-Butyl 4-(1-amino-3-(4-iodophenyl)-1-oxopropan-2-ylcarbamoyl)tetrahydro-2H-pyran-4-ylcarbamate), CN1C2=C(OCC1=O)C=CC(=C2)B2OC(C(O2)(C)C)(C)C (4-Methyl-6-(4,4,5,5-tetramethyl-1,3,2-dioxaborolan-2-yl)-2H-benzo[b][1,4]oxazin-3(4H)-one), C([O-])([O-])=O.[Na+].[Na+] (sodium carbonate). Run in C(C)#N (acetonitrile). Run at temperature 85 celsius, time 25 hour. The product is NC([C@H](CC1=CC=C(C=C1)C1=CC2=C(OCC(N2C)=O)C=C1)NC(=O)C1(CCOCC1)NC(OC(C)(C)C)=O)=O ((S)-tert-Butyl 4-(1-amino-3-(4-(4-methyl-3-oxo-3,4-dihydro-2H-benzo[b][1,4]oxazin-6-yl)phenyl)-1-oxopropan-2-ylcarbamoyl)tetrahydro-2H-pyran-4-ylcarbamate). Yield: 52.7%. As a reaction SMILES: [NH2:1][C:2](=[O:29])[C@@H:3]([NH:12][C:13]([C:15]1([NH:21][C:22](=[O:28])[O:23][C:24]([CH3:27])([CH3:26])[CH3:25])[CH2:20][CH2:19][O:18][CH2:17][CH2:16]1)=[O:14])[CH2:4][C:5]1[CH:10]=[CH:9][C:8](I)=[CH:7][CH:6]=1.[CH3:30][N:31]1[C:36](=[O:37])[CH2:35][O:34][C:33]2[CH:38]=[CH:39][C:40](B3OC(C)(C)C(C)(C)O3)=[CH:41][C:32]1=2.C(=O)([O-])[O-].[Na+].[Na+]>C(#N)C>[NH2:1][C:2](=[O:29])[C@@H:3]([NH:12][C:13]([C:15]1([NH:21][C:22](=[O:28])[O:23][C:24]([CH3:27])([CH3:26])[CH3:25])[CH2:20][CH2:19][O:18][CH2:17][CH2:16]1)=[O:14])[CH2:4][C:5]1[CH:10]=[CH:9][C:8]([C:40]2[CH:39]=[CH:38][C:33]3[O:34][CH2:35][C:36](=[O:37])[N:31]([CH3:30])[C:32]=3[CH:41]=2)=[CH:7][CH:6]=1 |f:2.3.4|. Procedure details: (S)-tert-Butyl 4-(1-amino-3-(4-iodophenyl)-1-oxopropan-2-ylcarbamoyl)tetrahydro-2H-pyran-4-ylcarbamate (Example 1, step (iii), 276 mg) in acetonitrile (7 mL) under nitrogen was treated with 4-methyl-6-(4,4,5,5-tetramethyl-1,3,2-dioxaborolan-2-yl)-2H-benzo[b][1,4]oxazin-3(4H)-one (Example 10, step (ii), 154 mg) followed by sodium carbonate (0.533 mL). Nitrogen was bubbled through the mixture and 1,1 bis(di-tert-butylphosphino)ferrocene palladium dichloride (5 mg) was added. The mixture was stirre...